Task: describe an organic reaction: reactants, conditions, products, and yield. Dataset: the Open Reaction Database (ORD), a public repository of structured organic reaction records Starting materials: N(=O)[O-].[Na+] (sodium nitrite), stannous chloride, diazonium salt, Cl.NC1=CC=CC=C1 (aniline hydrochloride), ClC=1C=C(N)C=CC1F (3-chloro-4-fluoroaniline), [OH-].[Na+] (sodium hydroxide). Run in O (water), Cl (hydrochloric acid), Cl (hydrochloric acid). Conditions: temperature 80 celsius, time 24 hour. Yields the product ClC=1C=C(C=CC1F)NN (3-chloro-4-fluorophenylhydrazine). Isolated yield 67.0%. As a reaction SMILES: [Cl:1][C:2]1[CH:3]=[C:4]([CH:6]=[CH:7][C:8]=1[F:9])[NH2:5].Cl.[NH2:11]C1C=CC=CC=1.N([O-])=O.[Na+].[OH-].[Na+]>O.Cl>[Cl:1][C:2]1[CH:3]=[C:4]([NH:5][NH2:11])[CH:6]=[CH:7][C:8]=1[F:9] |f:1.2,3.4,5.6|. Procedure details: A mixture of 144.9 g of 3-chloro-4-fluoroaniline and 705 ml of concentrated hydrochloric acid was stirred and heated to 80° C. The mixture containing the aniline hydrochloride was allowed to cool to ambient temperature. After 24 hours, the mixture was stirred and cooled to 5°-10° C. while a solution of 69.5 g of sodium nitrite in 350 ml of water was added dropwise within 1/2 hour. After an additional 1/2 hour, the solution containing the diazonium salt was gradually added with stirring to a solu... Reactants: ClC1=CC=C(COC2=CC=C(C(CCl)=O)C=C2)C=C1 (4-(4-chlorobenzyloxy)phenacyl chloride), C(C)(=O)NC(=S)N (1-acetylthiourea), C(C)(=O)[O-].[Na+] (sodium acetate). Run in C(C)O (ethanol). Product: C(C)(=O)NC=1SC=C(N1)C1=CC=C(C=C1)OCC1=CC=C(C=C1)Cl (2-acetylamino-4-[4-(4-chlorobenzyloxy)phenyl]thiazole). The yield is 65.6%. As a reaction SMILES: [Cl:1][C:2]1[CH:19]=[CH:18][C:5]([CH2:6][O:7][C:8]2[CH:17]=[CH:16][C:11]([C:12](=O)[CH2:13]Cl)=[CH:10][CH:9]=2)=[CH:4][CH:3]=1.[C:20]([NH:23][C:24]([NH2:26])=[S:25])(=[O:22])[CH3:21].C([O-])(=O)C.[Na+]>C(O)C>[C:20]([NH:23][C:24]1[S:25][CH:13]=[C:12]([C:11]2[CH:16]=[CH:17][C:8]([O:7][CH2:6][C:5]3[CH:18]=[CH:19][C:2]([Cl:1])=[CH:3][CH:4]=3)=[CH:9][CH:10]=2)[N:26]=1)(=[O:22])[CH3:21] |f:2.3|. Procedure: A 1.0 g portion of 4-(4-chlorobenzyloxy)phenacyl chloride, together with 440 mg of 1-acetylthiourea and 279 mg of sodium acetate, was stirred in 15 ml of ethanol under reflux for 2 hours. After cooling, the precipitated crystals were recovered by filtration, thus yielding 800 mg (65.6%) of 2-acetylamino-4-[4-(4-chlorobenzyloxy)phenyl]thiazole. m.p., 239°-240° C. The reactants are CO, CNC(C(=O)NC(C(=O)N(C)C(C=C(C)C(=O)N1CCCC1C(=O)OC)C(C)C)C(C)(C)C)C(C)(C)c1cccc(C)c1, O=C(O)C(F)(F)F, [Li+], [OH-], O. The product is CNC(C(=O)NC(C(=O)N(C)C(C=C(C)C(=O)N1CCCC1C(=O)O)C(C)C)C(C)(C)C)C(C)(C)c1cccc(C)c1, O=C(O)C(F)(F)F. As a reaction SMILES: [CH3:53][OH:54].[CH3:8][C:9]([CH:10]([C:11](=[O:12])[N:13]([CH:14]([CH:15]=[C:16]([C:17](=[O:18])[N:19]1[CH:20]([C:24](=[O:25])[O:26][CH3:27])[CH2:21][CH2:22][CH2:23]1)[CH3:28])[CH:29]([CH3:30])[CH3:31])[CH3:32])[NH:33][C:34]([CH:35]([C:36]([CH3:37])([c:38]1[cH:39][c:40]([CH3:44])[cH:41][cH:42][cH:43]1)[CH3:45])[NH:46][CH3:47])=[O:48])([CH3:49])[CH3:50].[F:1][C:2]([C:3](=[O:4])[OH:5])([F:6])[F:7].[Li+:51].[OH-:52].[OH2:55]>>[CH3:8][C:9]([CH:10]([C:11](=[O:12])[N:13]([CH:14]([CH:15]=[C:16]([C:17](=[O:18])[N:19]1[CH:20]([C:24](=[O:25])[OH:26])[CH2:21][CH2:22][CH2:23]1)[CH3:28])[CH:29]([CH3:30])[CH3:31])[CH3:32])[NH:33][C:34]([CH:35]([C:36]([CH3:37])([c:38]1[cH:39][c:40]([CH3:44])[cH:41][cH:42][cH:43]1)[CH3:45])[NH:46][CH3:47])=[O:48])([CH3:49])[CH3:50].[F:1][C:2]([C:3](=[O:4])[OH:5])([F:6])[F:7]. Starting materials: C(=O)(O)[O-].[Na+] (NaHCO3), BrC1=C(C(=O)O)C=C(C=C1)C#N (2-bromo-5-cyano-benzoic acid), N1CCCC2=CC=CC=C12 (1,2,3,4-tetrahydro-quinoline), C(C)N(C(C)C)C(C)C (N-ethyldiisopropylamine), [I-].ClC1=[N+](C=CC=C1)C (2-chloro-1-methylpyridinium iodide). The solvent is ClCCl (dichloromethane). Yields the product BrC1=C(C=C(C#N)C=C1)C(=O)N1CCCC2=CC=CC=C12 (4-Bromo-3-(3,4-dihydro-2H-quinoline-1-carbonyl)-benzonitrile). As a reaction SMILES: [Br:1][C:2]1[CH:10]=[CH:9][C:8]([C:11]#[N:12])=[CH:7][C:3]=1[C:4]([OH:6])=O.[NH:13]1[C:22]2[C:17](=[CH:18][CH:19]=[CH:20][CH:21]=2)[CH2:16][CH2:15][CH2:14]1.C(N(C(C)C)C(C)C)C.[I-].ClC1C=CC=C[N+]=1C.C([O-])(O)=O.[Na+]>ClCCl>[Br:1][C:2]1[CH:10]=[CH:9][C:8]([C:11]#[N:12])=[CH:7][C:3]=1[C:4]([N:13]1[C:22]2[C:17](=[CH:18][CH:19]=[CH:20][CH:21]=2)[CH2:16][CH2:15][CH2:14]1)=[O:6] |f:3.4,5.6|. Procedure: To a solution of 2-bromo-5-cyano-benzoic acid (0.50 g, 2.12 mmol, 1.0 equiv; [CAS RN 845616-12-8]) in dichloromethane (5 mL) was added 1,2,3,4-tetrahydro-quinoline (0.35 g, 330 μL, 2.66 mmol, 1.2 equiv; [CAS RN 635-46-1]), N-ethyldiisopropylamine (1.43 g, 1.88 mL, 11.06 mmol, 5.0 equiv; [CAS RN 7087-68-5]) and 2-chloro-1-methylpyridinium iodide (0.68 g, 2.66 mmol, 1.2 equiv; [CAS RN 14338-32-0]). The reaction mixture was stirred at rt over the weekend. To the residue was added a sat. solution of... Reactants: OC1(C2CC2)CCc2cc(F)ccc21, [Cl-], ClCCl, CSCc1cc(F)cc2cc[nH]c12, [NH4+], O=C(O)C(F)(F)F. RXN SMILES: [CH:1]1([C:4]2([OH:14])[CH2:5][CH2:6][c:7]3[cH:8][c:9]([F:13])[cH:10][cH:11][c:12]32)[CH2:2][CH2:3]1.[Cl-:35].[Cl:37][CH2:38][Cl:39].[F:15][c:16]1[cH:17][c:18]2[cH:19][cH:20][nH:21][c:22]2[c:23]([CH2:25][S:26][CH3:27])[cH:24]1.[NH4+:36].[OH:28][C:29]([C:30]([F:31])([F:32])[F:33])=[O:34]>>[CH:1]1([C:4]2([c:19]3[c:18]4[cH:17][c:16]([F:15])[cH:24][c:23]([CH2:25][S:26][CH3:27])[c:22]4[nH:21][cH:20]3)[CH2:5][CH2:6][c:7]3[cH:8][c:9]([F:13])[cH:10][cH:11][c:12]32)[CH2:2][CH2:3]1. The product is CSCc1cc(F)cc2c(C3(C4CC4)CCc4cc(F)ccc43)c[nH]c12. The reactants are CC(C(=O)[O-])n1cnc2c(OCc3ccccc3)ncnc21, CO, Cl, [Na+], [OH-]. Yields the product O=C(O)Cn1cnc2c(OCc3ccccc3)ncnc21. RXN SMILES: [CH3:1][CH:2]([C:3](=[O:4])[O-:5])[n:6]1[c:7]2[n:8][cH:9][n:10][c:11]([O:15][CH2:16][c:17]3[cH:18][cH:19][cH:20][cH:21][cH:22]3)[c:12]2[n:13][cH:14]1.[CH3:26][OH:27].[ClH:25].[Na+:24].[OH-:23]>>[CH2:2]([C:3](=[O:4])[OH:5])[n:6]1[c:7]2[n:8][cH:9][n:10][c:11]([O:15][CH2:16][c:17]3[cH:18][cH:19][cH:20][cH:21][cH:22]3)[c:12]2[n:13][cH:14]1. Reactants: CC(C)(C)S(=O)(=O)c1ccc([N+](=O)[O-])cc1C#N, CCS(=O)(=O)c1ccc(N)cc1C#N. Yields the product CC(C)(C)S(=O)(=O)c1ccc(N)cc1C#N. As a reaction SMILES: [C:15]([CH3:16])([CH3:17])([CH3:18])[S:19](=[O:20])(=[O:21])[c:22]1[c:23]([C:24]#[N:25])[cH:26][c:27]([N+:30]([O-:31])=[O:32])[cH:28][cH:29]1.[NH2:1][c:2]1[cH:3][cH:4][c:5]([S:6]([CH2:7][CH3:8])(=[O:9])=[O:10])[c:11]([C:13]#[N:14])[cH:12]1>>[C:15]([CH3:16])([CH3:17])([CH3:18])[S:19](=[O:20])(=[O:21])[c:22]1[c:23]([C:24]#[N:25])[cH:26][c:27]([NH2:30])[cH:28][cH:29]1.